This data is from the Open Reaction Database (ORD), a public repository of structured organic reaction records. The task is: describe an organic reaction: reactants, conditions, products, and yield Starting materials: CC(=O)C (Acetone), [NH4+].[Cl-] (NH4Cl), BrC1=CC(=C(C=C1)NC(=O)C=1N(C=C(N1)C#N)COCC[Si](C)(C)C)C1=CCCCC1 (4-Cyano-1-(2-trimethylsilanyl-ethoxymethyl)-1H-imidazole-2-carboxylic acid (4-bromo-2-cyclohex-1-enyl-phenyl)-amide), C(C)(C)[Mg]Cl (isopropyl magnesium chloride), C(CCC)[Li] (n-butyllithium). Solvent: CCOC(=O)C (EtOAc), C1CCOC1 (THF). Reaction conditions: time 15 minute. Yields the product BrC1=CC(=C(C=C1)NC(=O)C=1N(C(=C(N1)C#N)C(C)(C)O)COCC[Si](C)(C)C)C1=CCCCC1 (4-Cyano-5-(1-hydroxy-1-methyl-ethyl)-1-(2-trimethylsilanyl-ethoxymethyl)-1H-imidazole-2-carboxylic acid (4-bromo-2-cyclohex-1-enyl-phenyl)-amide). The yield is 71.5%. Reaction SMILES: [Br:1][C:2]1[CH:7]=[CH:6][C:5]([NH:8][C:9]([C:11]2[N:12]([CH2:18][O:19][CH2:20][CH2:21][Si:22]([CH3:25])([CH3:24])[CH3:23])[CH:13]=[C:14]([C:16]#[N:17])[N:15]=2)=[O:10])=[C:4]([C:26]2[CH2:31][CH2:30][CH2:29][CH2:28][CH:27]=2)[CH:3]=1.C([Mg]Cl)(C)C.C([Li])CCC.[CH3:42][C:43]([CH3:45])=[O:44].[NH4+].[Cl-]>C1COCC1.CCOC(C)=O>[Br:1][C:2]1[CH:7]=[CH:6][C:5]([NH:8][C:9]([C:11]2[N:12]([CH2:18][O:19][CH2:20][CH2:21][Si:22]([CH3:24])([CH3:25])[CH3:23])[C:13]([C:43]([OH:44])([CH3:45])[CH3:42])=[C:14]([C:16]#[N:17])[N:15]=2)=[O:10])=[C:4]([C:26]2[CH2:31][CH2:30][CH2:29][CH2:28][CH:27]=2)[CH:3]=1 |f:4.5|. Reported procedure: To a solution of 4-cyano-1-(2-trimethylsilanyl-ethoxymethyl)-1H-imidazole-2-carboxylic acid (4-bromo-2-cyclohex-1-enyl-phenyl)-amide (as prepared in Example 11, step (f), 50.0 mg, 0.100 mmol) in 1 mL of THF at −78° C. under Ar was added isopropyl magnesium chloride (55 μL, 0.11 mmol, 2.0 M in THF). The resulting mixture was warmed to RT and stirred for 15 min, cooled back to −78° C. To the mixture was added n-butyllithium (55 μL, 0.11 mmol, 2.0 M in cyclohexane) and the resulting mixture was sti...